Dataset: the Open Reaction Database (ORD), a public repository of structured organic reaction records. Task: describe an organic reaction: reactants, conditions, products, and yield The reactants are ClC1=CC=C(C=C1)S(=O)(=O)NC1=C(OC2=C(C(=O)[O-])C=CC=C2)C=CC(=C1)C(F)(F)F (2-[2-(4-Chlorophenylsulfonamido)-4-trifluoromethylphenoxy]benzoate), FC(C(=O)O)(F)F (Trifluoroacetic acid). Solvent: C(Cl)Cl (methylene chloride). Reaction conditions: time 2 hour. The product is ClC1=CC=C(C=C1)S(=O)(=O)NC1=C(OC2=C(C(=O)O)C=CC=C2)C=CC(=C1)C(F)(F)F (2-[2-(4-chlorophenylsulfonamido)-4-(trifluoromethyl)phenoxy]benzoic acid). As a reaction SMILES: [Cl:1][C:2]1[CH:7]=[CH:6][C:5]([S:8]([NH:11][C:12]2[CH:27]=[C:26]([C:28]([F:31])([F:30])[F:29])[CH:25]=[CH:24][C:13]=2[O:14][C:15]2[CH:23]=[CH:22][CH:21]=[CH:20][C:16]=2[C:17]([O-:19])=[O:18])(=[O:10])=[O:9])=[CH:4][CH:3]=1.FC(F)(F)C(O)=O>C(Cl)Cl>[Cl:1][C:2]1[CH:7]=[CH:6][C:5]([S:8]([NH:11][C:12]2[CH:27]=[C:26]([C:28]([F:31])([F:29])[F:30])[CH:25]=[CH:24][C:13]=2[O:14][C:15]2[CH:23]=[CH:22][CH:21]=[CH:20][C:16]=2[C:17]([OH:19])=[O:18])(=[O:10])=[O:9])=[CH:4][CH:3]=1. Reported procedure: 2-[2-(4-Chlorophenylsulfonamido)-4-trifluoromethylphenoxy]benzoate was mixed in methylene chloride (5 mL) at 0° C. for 5 min. Trifluoroacetic acid (5 mL) was then added dropwise to the cold mixture and stirred for 2 h. The solvents were evaporated and the residue flash chromatographed (silica gel, ethyl acetate/hexane/formic acid) to yield the title compound; mp 164° C. Product: COC=1C=C(C=CC1)C([C@H](CCC)NC(OC(C)(C)C)=O)=O ((S)-tert-butyl 1-(3-methoxyphenyl)-1-oxopentan-2-ylcarbamate). Procedure: was synthesised in the same way as (91c) from (S)-tert-butyl 1-(methoxy(methyl)amino)-1-oxopentan-2-ylcarbamate (91d, 250 mg, 0.96 mmol). The reactants are O=C([C@H](CCC)NC(OC(C)(C)C)=O)C1=CC=CC=C1 ((S)-tert-butyl 1-oxo-1-phenylpentan-2-ylcarbamate), CON(C([C@H](CCC)NC(OC(C)(C)C)=O)=O)C ((S)-tert-butyl 1-(methoxy(methyl)amino)-1-oxopentan-2-ylcarbamate). As a reaction SMILES: [O:1]=[C:2]([C:15]1[CH:20]=[CH:19][CH:18]=[CH:17][CH:16]=1)[C@@H:3]([NH:7][C:8](=[O:14])[O:9][C:10]([CH3:13])([CH3:12])[CH3:11])[CH2:4][CH2:5][CH3:6].[CH3:21][O:22]N(C)C(=O)[C@@H](NC(=O)OC(C)(C)C)CCC>>[CH3:21][O:22][C:19]1[CH:20]=[C:15]([C:2](=[O:1])[C@@H:3]([NH:7][C:8](=[O:14])[O:9][C:10]([CH3:12])([CH3:13])[CH3:11])[CH2:4][CH2:5][CH3:6])[CH:16]=[CH:17][CH:18]=1. Reactants: CC(C)(C)C(=O)Cl, COC(=O)C1CC(NC2CCC(F)(F)CC2)CN1C(=O)OC(C)(C)C, CN(C)c1ccncc1. Yields the product COC(=O)C1CC(N(C(=O)C(C)(C)C)C2CCC(F)(F)CC2)CN1C(=O)OC(C)(C)C. RXN SMILES: [C:26]([C:27]([CH3:28])([CH3:29])[CH3:30])(=[O:31])[Cl:32].[CH3:1][O:2][C:3](=[O:4])[CH:5]1[N:6]([C:19](=[O:20])[O:21][C:22]([CH3:23])([CH3:24])[CH3:25])[CH2:7][CH:8]([NH:10][CH:11]2[CH2:12][CH2:13][C:14]([F:17])([F:18])[CH2:15][CH2:16]2)[CH2:9]1.[CH3:33][N:34]([c:35]1[cH:36][cH:37][n:38][cH:39][cH:40]1)[CH3:41]>>[CH3:1][O:2][C:3](=[O:4])[CH:5]1[N:6]([C:19](=[O:20])[O:21][C:22]([CH3:23])([CH3:24])[CH3:25])[CH2:7][CH:8]([N:10]([CH:11]2[CH2:12][CH2:13][C:14]([F:17])([F:18])[CH2:15][CH2:16]2)[C:26]([C:27]([CH3:28])([CH3:29])[CH3:30])=[O:31])[CH2:9]1. The product is CCOC(Cc1ccc(OCC=C(C)c2ccc(-c3ccccc3)cc2)cc1)C(=O)O. The reactants are CCO, [Na+], [OH-], CCOC(=O)C(Cc1ccc(OCC=C(C)c2ccc(-c3ccccc3)cc2)cc1)OCC. RXN SMILES: [CH3:36][CH2:37][OH:38].[Na+:2].[OH-:1].[c:3]1(-[c:30]2[cH:31][cH:32][cH:33][cH:34][cH:35]2)[cH:4][cH:5][c:6]([C:9](=[CH:10][CH2:11][O:12][c:13]2[cH:14][cH:15][c:16]([CH2:19][CH:20]([C:21](=[O:22])[O:23][CH2:24][CH3:25])[O:26][CH2:27][CH3:28])[cH:17][cH:18]2)[CH3:29])[cH:7][cH:8]1>>[c:3]1(-[c:30]2[cH:31][cH:32][cH:33][cH:34][cH:35]2)[cH:4][cH:5][c:6]([C:9](=[CH:10][CH2:11][O:12][c:13]2[cH:14][cH:15][c:16]([CH2:19][CH:20]([C:21](=[O:22])[OH:23])[O:26][CH2:27][CH3:28])[cH:17][cH:18]2)[CH3:29])[cH:7][cH:8]1. The reactants are O=c1[nH]c(=O)n(C2CC(Br)C(CO)O2)cc1C=CBr, BrC(Br)(Br)Br, c1ccc(P(c2ccccc2)c2ccccc2)cc1, c1ccncc1. Product: O=c1[nH]c(=O)n(C2CC(Br)C(CBr)O2)cc1C=CBr. As a reaction SMILES: [Br:1][CH:2]1[CH2:3][CH:4]([n:9]2[c:10](=[O:11])[nH:12][c:13](=[O:14])[c:15]([CH:17]=[CH:18][Br:19])[cH:16]2)[O:5][CH:6]1[CH2:7][OH:8].[Br:39][C:40]([Br:41])([Br:42])[Br:43].[c:20]1([P:21]([c:22]2[cH:23][cH:24][cH:25][cH:26][cH:27]2)[c:28]2[cH:29][cH:30][cH:31][cH:32][cH:33]2)[cH:34][cH:35][cH:36][cH:37][cH:38]1.[cH:44]1[cH:45][cH:46][n:47][cH:48][cH:49]1>>[Br:1][CH:2]1[CH2:3][CH:4]([n:9]2[c:10](=[O:11])[nH:12][c:13](=[O:14])[c:15]([CH:17]=[CH:18][Br:19])[cH:16]2)[O:5][CH:6]1[CH2:7][Br:39].